Dataset: the Open Reaction Database (ORD), a public repository of structured organic reaction records. Task: describe an organic reaction: reactants, conditions, products, and yield Starting materials: ClC1=C(OCCCCCOCC(C)=NO)C(=CC(=C1)OCC=C(Cl)Cl)Cl (5-(2,6-dichloro-4-(3,3-dichloro-2-propenyloxy)phenoxy)pentyloxyacetone oxime), [H-].[Na+] (sodium hydride), Cl (hydrochloric acid), [H][H] (hydrogen), ClCC#N (chloroacetonitrile), crude product. The solvent is COC(C)(C)C (tert-butyl methyl ether). Product: C(#N)CON=C(C)COCCCCCOC1=C(C=C(C=C1Cl)OCC=C(Cl)Cl)Cl (5-(2,6-dichloro-4-(3,3-dichloro-2-propenyloxy)phenoxy)pentyloxyacetone O-cyanomethyloxime). Reaction SMILES: [Cl:1][C:2]1[CH:19]=[C:18]([O:20][CH2:21][CH:22]=[C:23]([Cl:25])[Cl:24])[CH:17]=[C:16]([Cl:26])[C:3]=1[O:4][CH2:5][CH2:6][CH2:7][CH2:8][CH2:9][O:10][CH2:11][C:12](=[N:14][OH:15])[CH3:13].[H-].[Na+].[H][H].Cl[CH2:32][C:33]#[N:34].Cl>COC(C)(C)C>[C:33]([CH2:32][O:15][N:14]=[C:12]([CH2:11][O:10][CH2:9][CH2:8][CH2:7][CH2:6][CH2:5][O:4][C:3]1[C:2]([Cl:1])=[CH:19][C:18]([O:20][CH2:21][CH:22]=[C:23]([Cl:25])[Cl:24])=[CH:17][C:16]=1[Cl:26])[CH3:13])#[N:34] |f:1.2|. Reported procedure: First, 0.45 g of 5-(2,6-dichloro-4-(3,3-dichloro-2-propenyloxy)phenoxy)pentyloxyacetone oxime and 10 ml of tert-butyl methyl ether are placed in a reaction vessel, to which 48 mg of 60% sodium hydride (in oil) is slowly added with stirring at room temperature in a stream of nitrogen gas. The mixture is stirred at room temperature until the evolution of hydrogen gas ceases, to which 0.11 g of chloroacetonitrile is added at room temperature, and the mixture is further stirred with heating under re... Starting materials: ClS(=O)(=O)C=1SC(=CC1)C=1SC(=CC1)CC (2-chlorosulfonyl-5-(5-ethyl-2-thienyl)thiophene), NC1=C(C(=NO1)C)Cl (5-amino-4-chloro-3-methylisoxazole). Yields the product ClC=1C(=NOC1NS(=O)(=O)C=1SC(=CC1)C=1SC(=CC1)CC)C (N-(4-chloro-3-methyl-5-isoxazolyl)-5-(5-ethyl-2-thienyl)thiophene-2-sulfonamide). The yield is 71.1%. Reaction SMILES: Cl[S:2]([C:5]1[S:6][C:7]([C:10]2[S:11][C:12]([CH2:15][CH3:16])=[CH:13][CH:14]=2)=[CH:8][CH:9]=1)(=[O:4])=[O:3].[NH2:17][C:18]1[O:22][N:21]=[C:20]([CH3:23])[C:19]=1[Cl:24]>>[Cl:24][C:19]1[C:20]([CH3:23])=[N:21][O:22][C:18]=1[NH:17][S:2]([C:5]1[S:6][C:7]([C:10]2[S:11][C:12]([CH2:15][CH3:16])=[CH:13][CH:14]=2)=[CH:8][CH:9]=1)(=[O:4])=[O:3]. Reported procedure: N-(4-chloro-3-methyl-5-isoxazolyl)-5-(5-ethyl- 2-thienyl)thiophene-2-sulfonamide was prepared in the same manner as in Example 2. Reaction of 2-chlorosulfonyl-5-(5-ethyl-2-thienyl)thiophene (Example 141C, 200 mg, 0.68 mmol) with 5-amino-4-chloro-3-methylisoxazole (91 mg, 0.68 mmol) yielded 188 mg of the final product (71% yield). A small portion of the product was further purified by preparative HPLC to give the pure sulfonamide as a tan colored solid. The reactants are C(#N)[BH3-].[Na+] (sodium cyanoborohydride), N1=CC(=CC=C1)C=O (3-Pyridinecarboxaldehyde), NC=1C=C(C=CC1)O (3-aminophenol). Reagents/catalysts: [Cl-].[Zn+2].[Cl-] (zinc chloride). The solvent is CO (methanol), CO (methanol). Reaction conditions: time 2.5 hour. Yields the product OC=1C=C(C=CC1)C1=C(C=NC=C1)CN (4-(3-Hydroxyphenyl)pyrid-3-ylmethylamine). Reaction SMILES: [N:1]1[CH:6]=[CH:5][CH:4]=[C:3]([CH:7]=O)[CH:2]=1.N[C:10]1[CH:11]=[C:12]([OH:16])[CH:13]=[CH:14][CH:15]=1.C([BH3-])#[N:18].[Na+]>CO.[Cl-].[Zn+2].[Cl-]>[OH:16][C:12]1[CH:11]=[C:10]([C:4]2[CH:5]=[CH:6][N:1]=[CH:2][C:3]=2[CH2:7][NH2:18])[CH:15]=[CH:14][CH:13]=1 |f:2.3,5.6.7|. Reported procedure: 3-Pyridinecarboxaldehyde (0.550 g, 5 mmol) and 3-aminophenol (0.540 g, 5 mmol) were dissolved into methanol (15 ml). To the solution was added a mixture of sodium cyanoborohydride (0.378 g, 6 mmol) and zinc chloride (0.408 g, 3.0 mmol) in methanol at room temperature. The reaction mixture was stirred for 2.5 h. Most of the methanol was evaporated under reduced pressure. Ice water was added to the residue. It was filtered and the layers were separated. The aqueous layer was extracted with EtOAc. ... The reactants are BrC=1C=CC(=NC1)C(C#N)(C)C (2-(5-bromopyridin-2-yl)-2-methylpropanenitrile), solution, CC(C)C[AlH]CC(C)C (DIBAL-H), C1CCOC1 (THF), Cl (hydrochloric acid), C([O-])(O)=O.[Na+] (sodium bicarbonate). Solvent: ClCCl (dichloromethane). Conditions: time 10 minute. The product is BrC=1C=CC(=NC1)C(C=O)(C)C (2-(5-Bromopyridin-2-yl)-2-methylpropanal). As a reaction SMILES: [Br:1][C:2]1[CH:3]=[CH:4][C:5]([C:8]([CH3:12])([CH3:11])[C:9]#N)=[N:6][CH:7]=1.CC(C[AlH]CC(C)C)C.C1C[O:25]CC1.Cl.C(=O)(O)[O-].[Na+]>ClCCl>[Br:1][C:2]1[CH:3]=[CH:4][C:5]([C:8]([CH3:12])([CH3:11])[CH:9]=[O:25])=[N:6][CH:7]=1 |f:4.5|. Procedure: To a solution of 2-(5-bromopyridin-2-yl)-2-methylpropanenitrile (2.0 g, 8.9 mmol) in dichloromethane (20 mL) under nitrogen was added 1 N solution of DIBAL-H in THF (12.4 mL, 12.4 mmol) dropwise at −30° C. The resulting solution was stirred at ambient temperature for 3 hours before the addition of 2 N hydrochloric acid aqueous solution (10 mL) at 0° C. After stirred at ambient temperature for 10 minutes, the solution was basified with saturated aqueous sodium bicarbonate solution to pH 8-9, and ... Starting materials: ClC1=NC(=NC(=C1)Cl)N[C@@H](C)C1=CC=C(C=C1)Cl ((S)-4,6-dichloro-N-[1-(4-chlorophenyl)ethyl]pyrimidine-2-amine), CS(=O)(=O)N1CCNCC1 (1-methanesulfonyl piperazine), C(C)(C)N(C(C)C)CC (N,N-diisopropylethylamine). Run in C(C)(=O)OCC (ethyl acetate), C(CCC)O (1-butanol). Reaction conditions: temperature 60 celsius, time 20 hour. The product is ClC1=CC(=NC(=N1)N[C@@H](C)C1=CC=C(C=C1)Cl)N1CCN(CC1)S(=O)(=O)C ((S)-6-Chloro-N-[1-(4-chlorophenyl)ethyl]-4-[4-(methylsulfonyl)piperazin-1-yl]pyrimidine-2-amine). Isolated yield 68.9%. RXN SMILES: Cl[C:2]1[CH:7]=[C:6]([Cl:8])[N:5]=[C:4]([NH:9][C@H:10]([C:12]2[CH:17]=[CH:16][C:15]([Cl:18])=[CH:14][CH:13]=2)[CH3:11])[N:3]=1.[CH3:19][S:20]([N:23]1[CH2:28][CH2:27][NH:26][CH2:25][CH2:24]1)(=[O:22])=[O:21].C(N(CC)C(C)C)(C)C>C(O)CCC.C(OCC)(=O)C>[Cl:8][C:6]1[N:5]=[C:4]([NH:9][C@H:10]([C:12]2[CH:17]=[CH:16][C:15]([Cl:18])=[CH:14][CH:13]=2)[CH3:11])[N:3]=[C:2]([N:26]2[CH2:27][CH2:28][N:23]([S:20]([CH3:19])(=[O:22])=[O:21])[CH2:24][CH2:25]2)[CH:7]=1. Reported procedure: 200 mg of (S)-4,6-dichloro-N-[1-(4-chlorophenyl)ethyl]pyrimidine-2-amine and 119 mg of 1-methanesulfonyl piperazine were dissolved in 3 ml of 1-butanol, and 0.23 ml of N,N-diisopropylethylamine was added thereto, and the mixture was stirred at 60° C. for 20 hours. The reaction solution was air-cooled to room temperature, and then diluted with ethyl acetate. The solution was washed in turn with water and brine and then dried over magnesium sulfate. The solvent was distilled off under reduced pres... Run at time 20 minute. The reactants are [OH-].[Li+] (Lithium hydroxide), solution, FC1=C(C=C(C=C1)C)CCOC=1C=C(C(=O)NC2(CCCCCC2)C(=O)O)C=CC1OC (1-{3-[2-(2-Fluoro-5-methyl-phenyl)-ethoxy]-4-methoxy-benzoylamino}-cycloheptanecarboxylic acid). As a reaction SMILES: [F:1][C:2]1[CH:7]=[CH:6][C:5]([CH3:8])=[CH:4][C:3]=1[CH2:9][CH2:10][O:11][C:12]1[CH:13]=[C:14]([CH:28]=[CH:29][C:30]=1[O:31][CH3:32])[C:15](NC1(C(O)=O)CCCCCC1)=[O:16].[OH-:33].[Li+]>O1CCOCC1>[F:1][C:2]1[CH:7]=[CH:6][C:5]([CH3:8])=[CH:4][C:3]=1[CH2:9][CH2:10][O:11][C:12]1[CH:13]=[C:14]([CH:28]=[CH:29][C:30]=1[O:31][CH3:32])[C:15]([OH:16])=[O:33] |f:1.2|. Procedure details: The compound of step 1 (530 mg, 1.66 mmol) was dissolved in dioxane (8.3 ml). Lithium hydroxide (8.3 ml of an aqueous 1 M solution) was added and the mixture was kept for 20 min at 60° C. After cooling, the mixture was partitioned between an excess of 2 N hydrochloric acid and EA and the aqueous phase extracted with EA. The combined organic phases were dried over sodium sulfate, filtered and evaporated to dryness in vacuo. The residue was stirred overnight with a mixture of diethyl ether and HEP... Product: FC1=C(C=C(C=C1)C)CCOC=1C=C(C(=O)O)C=CC1OC (3-[2-(2-Fluoro-5-methyl-phenyl)-ethoxy]-4-methoxy-benzoic acid). The solvent is O1CCOCC1 (dioxane). Starting materials: [Si](C)(C)(C)C#N (TMSCN), CC(C)(C)S(=O)N=C1COC1 (2-methyl-N-(oxetan-3-ylidene)propane-2-sulfinamide). The reagents and catalysts are [O-]CC.[O-]CC.[O-]CC.[O-]CC.[Ti+4] (titanium tetraethoxide). The solvent is [Cl-].[Na+].O (brine), C(Cl)Cl (CH2Cl2). Run at time 10 minute. The product is C(#N)C1(COC1)NS(=O)C(C)(C)C (N-(3-cyanooxetan-3-yl)-2-methylpropane-2-sulfinamide). Isolated yield 77.9%. RXN SMILES: [CH3:1][C:2]([S:5]([N:7]=[C:8]1[CH2:11][O:10][CH2:9]1)=[O:6])([CH3:4])[CH3:3].[Si]([C:16]#[N:17])(C)(C)C>C(Cl)Cl.[Cl-].[Na+].O.[O-]CC.[O-]CC.[O-]CC.[O-]CC.[Ti+4]>[C:16]([C:8]1([NH:7][S:5]([C:2]([CH3:1])([CH3:3])[CH3:4])=[O:6])[CH2:11][O:10][CH2:9]1)#[N:17] |f:3.4.5,6.7.8.9.10|. Procedure details: To a yellow solution of 2-methyl-N-(oxetan-3-ylidene)propane-2-sulfinamide (1 g, 5.71 mmol) in CH2Cl2 (20 ml) in a 100 round-bottomed flask was added titanium tetraethoxide (0.651 g, 2.85 mmol) and the reaction mixture stirred for 10 min. TMSCN (1.530 ml, 11.41 mmol) was then added, and the resulting reaction mixture stirred at r.t. for overnight. The reaction mixture was poured into saturated brine solution, and then the suspension was filtered through a pad of Celite. The organic layer was sep...